From a dataset of the Open Reaction Database (ORD), a public repository of structured organic reaction records. describe an organic reaction: reactants, conditions, products, and yield Reported procedure: In a manner similar to Example 1(d), by reaction of 7.7 g (28.6 mmol) of 3,5-di-tert-butyl-4-hydroxybenzoyl chloride with 5.5 g (28.6 mmol) of allyl 4-hydroxymethylbenzoate, 4.1 g (34%) of the expected allyl ester, melting point 100°-1° C., are obtained. Reactants: C(C)(C)(C)C=1C=C(C(=O)Cl)C=C(C1O)C(C)(C)C (3,5-di-tert-butyl-4-hydroxybenzoyl chloride), OCC1=CC=C(C(=O)OCC=C)C=C1 (allyl 4-hydroxymethylbenzoate), allyl ester. Yields the product C(C)(C)(C)C=1C=C(C(=O)OCC2=CC=C(C(=O)OCC=C)C=C2)C=C(C1O)C(C)(C)C (Allyl 4-(3,5-di-tert-butyl-4-hydroxybenzoyloxymethyl)benzoate). RXN SMILES: [C:1]([C:5]1[CH:6]=[C:7]([CH:11]=[C:12]([C:15]([CH3:18])([CH3:17])[CH3:16])[C:13]=1[OH:14])[C:8](Cl)=[O:9])([CH3:4])([CH3:3])[CH3:2].[OH:19][CH2:20][C:21]1[CH:32]=[CH:31][C:24]([C:25]([O:27][CH2:28][CH:29]=[CH2:30])=[O:26])=[CH:23][CH:22]=1>>[C:1]([C:5]1[CH:6]=[C:7]([CH:11]=[C:12]([C:15]([CH3:18])([CH3:17])[CH3:16])[C:13]=1[OH:14])[C:8]([O:19][CH2:20][C:21]1[CH:22]=[CH:23][C:24]([C:25]([O:27][CH2:28][CH:29]=[CH2:30])=[O:26])=[CH:31][CH:32]=1)=[O:9])([CH3:4])([CH3:3])[CH3:2]. The reactants are NC1=NNC=C1C(=O)C1=CC=CC=C1 ((3-amino-1H-pyrazol-4-yl)phenylmethanone), COC(CC(OC)OC)OC (malonaldehyde bis(dimethyl acetal)). The solvent is C(C)(=O)O (acetic acid). The product is C1(=CC=CC=C1)C(=O)C=1C=NN2C1N=CC=C2 (phenylpyrazolo[1,5-a]pyrimidin-3-yl-methanone). The yield is 76.2%. As a reaction SMILES: [NH2:1][C:2]1[C:6]([C:7]([C:9]2[CH:14]=[CH:13][CH:12]=[CH:11][CH:10]=2)=[O:8])=[CH:5][NH:4][N:3]=1.CO[CH:17](OC)[CH2:18][CH:19](OC)OC>C(O)(=O)C>[C:9]1([C:7]([C:6]2[CH:5]=[N:4][N:3]3[CH:19]=[CH:18][CH:17]=[N:1][C:2]=23)=[O:8])[CH:10]=[CH:11][CH:12]=[CH:13][CH:14]=1. Procedure: A mixture of 1.87 g of (3-amino-1H-pyrazol-4-yl)phenylmethanone (prepared as described in U.S. Patent application Ser. No. 612,811, filed May 24, 1984), 1.64 g of malonaldehyde bis(dimethyl acetal) and 25 ml of glacial acetic acid was heated at reflux for 6 hours. The solvent was evaporated and the solid was worked up as described in Example 50 and gave 1.70 g of phenylpyrazolo[1,5-a]pyrimidin-3-yl-methanone, mp 174°-175° C. Reactants: OC1S[C@H]2N(CC1)C(C2)=O (2-hydroxycepham), C1(=CC=CC=C1)P(C1=CC=CC=C1)C1=CC=CC=C1 (triphenylphosphine), II (iodine). Conditions: temperature 80 celsius. Product: IC1S[C@H]2N(CC1)C(C2)=O (2-iodo cepham). Reaction SMILES: O[CH:2]1[CH2:7][CH2:6][N:5]2[C:8](=[O:10])[CH2:9][C@H:4]2[S:3]1.C1(P(C2C=CC=CC=2)C2C=CC=CC=2)C=CC=CC=1.[I:30]I>>[I:30][CH:2]1[CH2:7][CH2:6][N:5]2[C:8](=[O:10])[CH2:9][C@H:4]2[S:3]1. Procedure details: A preferred method for halogenation includes subjecting the 2-hydroxycepham to triphenylphosphine in an amount between about 1 and 2 molar equivalents, and iodine in an amount between about 1 and 2 molar equivalents in an inert organic solvent, heating the mixture at approximately 80° C. while stirring the mixture until no starting material is present, thus forming the 2-iodo cepham (IIIA). Starting materials: CCOC(C)=O, CO, COc1ccc(SC2CC2)cc1, Cl, O. The product is COc1ccc(S(=O)(=O)C2CC2)cc1. RXN SMILES: [CH3:14][CH2:15][O:16][C:17](=[O:18])[CH3:19].[CH3:21][OH:22].[CH:1]1([S:4][c:5]2[cH:6][cH:7][c:8]([O:11][CH3:12])[cH:9][cH:10]2)[CH2:2][CH2:3]1.[ClH:13].[OH2:20]>>[CH:1]1([S:4]([c:5]2[cH:6][cH:7][c:8]([O:11][CH3:12])[cH:9][cH:10]2)(=[O:16])=[O:20])[CH2:2][CH2:3]1. Reactants: C1CCCC12CC(CC(C2)=O)=O (spiro[4.5]decane-7,9-dione). Run in C(C(C)C)O (isobutyl alcohol). Product: isobutyl enol ether, C(C(C)C)OC1=CC(CC2(CCCC2)C1)=O (9-isobutyloxyspiro[4.5]dec-8-en-7-one). The yield is 56.0%. RXN SMILES: [CH2:1]1[C:5]2([CH2:10][C:9](=[O:11])[CH2:8][C:7](=[O:12])[CH2:6]2)[CH2:4][CH2:3][CH2:2]1>C(O)C(C)C>[CH2:4]([O:12][C:7]1[CH2:6][C:5]2([CH2:1][CH2:2][CH2:3][CH2:4]2)[CH2:10][C:9](=[O:11])[CH:8]=1)[CH:5]([CH3:6])[CH3:1]. Procedure details: By following a procedure analogous to that described in Organic Syntheses, Collective Volume 5, p 539, using 81.2 g of spiro[4.5]decane-7,9-dione instead of dihydroresorcinol and isobutyl alcohol instead of ethyl alcohol, a corresponding isobutyl enol ether was prepared. It was purified by silica gel chromatography, obtaining 9-isobutyloxyspiro[4.5]dec-8-en-7-one in a yield of 56%.